From a dataset of the Open Reaction Database (ORD), a public repository of structured organic reaction records. describe an organic reaction: reactants, conditions, products, and yield Run at time 1 hour. Reported procedure: A four neck flask (1000 ml) equipped with a thermometer and a stirrer was charged with 78.2 g (0.75 mol) of 35% hydrochloric acid and 700 ml of deionized water. Added thereto was 68.0 g (0.5 mol) of benzohydrazide at room temperature (20° C.) while stirring, and then 60.7 g (0.75 mol) of potassium cyanate was gradually added in 30 minutes. Stirring was continued at 30° C. for one hour, and then crystal was filtered off and washed with 200 ml of deionized water. This was dried under reduced press... As a reaction SMILES: Cl.[C:2]([NH:10][NH2:11])(=[O:9])[C:3]1[CH:8]=[CH:7][CH:6]=[CH:5][CH:4]=1.[O-:12][C:13]#[N:14].[K+]>O>[C:2]([NH:10][NH:11][C:13]([NH2:14])=[O:12])(=[O:9])[C:3]1[CH:8]=[CH:7][CH:6]=[CH:5][CH:4]=1 |f:2.3|. Solvent: O (water). Product: C(C1=CC=CC=C1)(=O)NNC(=O)N (1-benzoylsemicarbazide). The reactants are C(C1=CC=CC=C1)(=O)NN (benzohydrazide), Cl (hydrochloric acid), [O-]C#N.[K+] (potassium cyanate). Reactants: C(C)(C)(C)[Si](OC(C(=O)C1=CC2=C(N=C(N2S(=O)(=O)C(C)C)Cl)C=C1)C1=CC=CC=C1)(C)C (2-(tert-butyl-dimethyl-silyloxy)-1-[2-chloro-3-(propane-2-sulfonyl)-3H-benzimidazol-5-yl]-2-phenyl-ethanone), C(C1=CC=CC=C1)N (benzyl amine), O (water), C(Cl)Cl (CH2Cl2). Solvent: C1CCOC1 (THF). Reaction conditions: temperature 40 celsius. Yields the product C(C1=CC=CC=C1)NC=1N(C2=C(N1)C=CC(=C2)C(C(C2=CC=CC=C2)O[Si](C)(C)C(C)(C)C)=O)S(=O)(=O)C(C)C (1-[2-benzylamino-3-(propane-2-sulfonyl)-3H-benzimidazol-5-yl]-2-(tert-butyl-dimethyl-silyloxy)-2-phenyl-ethanone). Yield: 80.0%. RXN SMILES: [C:1]([Si:5]([CH3:33])([CH3:32])[O:6][CH:7]([C:26]1[CH:31]=[CH:30][CH:29]=[CH:28][CH:27]=1)[C:8]([C:10]1[CH:25]=[CH:24][C:13]2[N:14]=[C:15](Cl)[N:16]([S:17]([CH:20]([CH3:22])[CH3:21])(=[O:19])=[O:18])[C:12]=2[CH:11]=1)=[O:9])([CH3:4])([CH3:3])[CH3:2].[CH2:34]([NH2:41])[C:35]1[CH:40]=[CH:39][CH:38]=[CH:37][CH:36]=1.O.C(Cl)Cl>C1COCC1>[CH2:34]([NH:41][C:15]1[N:16]([S:17]([CH:20]([CH3:22])[CH3:21])(=[O:19])=[O:18])[C:12]2[CH:11]=[C:10]([C:8](=[O:9])[CH:7]([O:6][Si:5]([C:1]([CH3:4])([CH3:3])[CH3:2])([CH3:33])[CH3:32])[C:26]3[CH:31]=[CH:30][CH:29]=[CH:28][CH:27]=3)[CH:25]=[CH:24][C:13]=2[N:14]=1)[C:35]1[CH:40]=[CH:39][CH:38]=[CH:37][CH:36]=1. Procedure details: To a stirred solution of starting 2-(tert-butyl-dimethyl-silyloxy)-1-[2-chloro-3-(propane-2-sulfonyl)-3H-benzimidazol-5-yl]-2-phenyl-ethanone (588 mg, 1.16 mmol, 1 equiv) in 2 mL of dry THF, add benzyl amine (0.4 mL, 3.48 mmol, 3 equiv) dropwise. Heat the resulting yellow solution at 40° C. for 30 minutes, cool down to room temperature, and add water and CH2Cl2. Separate the phases and back extract the organic one with more CH2Cl2 (three times). Dry the combined organic phases over MgSO4, filter... The reactants are O=CO, CC(C)(C)OC(=O)COc1ccc(-c2c(Cl)c(CN3C(=O)CCC3=O)nc3sc4c(c23)CCS(=O)C4)cc1. Product: O=C(O)COc1ccc(-c2c(Cl)c(CN3C(=O)CCC3=O)nc3sc4c(c23)CCS(=O)C4)cc1. RXN SMILES: [CH:39]([OH:40])=[O:41].[Cl:1][c:2]1[c:3](-[c:24]2[cH:25][cH:26][c:27]([O:28][CH2:29][C:30](=[O:31])[O:32][C:33]([CH3:34])([CH3:35])[CH3:36])[cH:37][cH:38]2)[c:4]2[c:5]([n:6][c:7]1[CH2:8][N:9]1[C:10](=[O:15])[CH2:11][CH2:12][C:13]1=[O:14])[s:16][c:17]1[c:18]2[CH2:19][CH2:20][S:21](=[O:23])[CH2:22]1>>[Cl:1][c:2]1[c:3](-[c:24]2[cH:25][cH:26][c:27]([O:28][CH2:29][C:30](=[O:31])[OH:32])[cH:37][cH:38]2)[c:4]2[c:5]([n:6][c:7]1[CH2:8][N:9]1[C:10](=[O:15])[CH2:11][CH2:12][C:13]1=[O:14])[s:16][c:17]1[c:18]2[CH2:19][CH2:20][S:21](=[O:23])[CH2:22]1.